From a dataset of the Open Reaction Database (ORD), a public repository of structured organic reaction records. describe an organic reaction: reactants, conditions, products, and yield Starting materials: C(C1=CC=CC=C1)OC(=O)N1C[C@H]([C@H](C1)CCC)NC(=O)OC(C)(C)C ((3S,4S)-1-benzyloxycarbonyl-3-(tert-butoxycarbonyl)amino-4-propylpyrrolidine), [H][H] (hydrogen). Reagents/catalysts: [C].[Pd] (palladium carbon). Run in C(C)O (ethanol). The product is C(C)(C)(C)OC(=O)N[C@@H]1CNC[C@@H]1CCC ((3S,4S)-3-(tert-Butoxycarbonyl)amino-4-propylpyrrolidine). RXN SMILES: C(OC([N:11]1[CH2:15][C@H:14]([CH2:16][CH2:17][CH3:18])[C@H:13]([NH:19][C:20]([O:22][C:23]([CH3:26])([CH3:25])[CH3:24])=[O:21])[CH2:12]1)=O)C1C=CC=CC=1.[H][H]>[C].[Pd].C(O)C>[C:23]([O:22][C:20]([NH:19][C@H:13]1[C@@H:14]([CH2:16][CH2:17][CH3:18])[CH2:15][NH:11][CH2:12]1)=[O:21])([CH3:26])([CH3:25])[CH3:24] |f:2.3|. Procedure: A mixture of (3S,4S)-1-benzyloxycarbonyl-3-(tert-butoxycarbonyl)amino-4-propylpyrrolidine (4.02 g, 11.09 mmol) and a 10% palladium carbon catalyst (1.0 g) in ethanol (100 mL) was stirred hard for 20 hours under an ordinary pressure in a hydrogen atmosphere. Insoluble matter was removed through filtration by use of Celite, and then ethanol was removed under reduced pressure. The residue was dissolved in diethyl ether (200 mL), and the solution was washed by a 1 mol/L aqueous sodium hydroxide solu... Starting materials: [H-].[Al+3].[Li+].[H-].[H-].[H-] (lithium aluminum hydride), FC(C(CC(=O)O)CCCCCC)(F)F ((+)-3-trifluoromethyl-1-nonanoic acid), S(=O)(=O)([O-])[O-].[Na+].[Na+] (sodium sulfate). Solvent: CCOCC (ether), CCOCC (ether). Conditions: time 4 hour. The product is FC(C(CCO)CCCCCC)(F)F ((+)-3-trifluoromethyl-1-nonanol). The yield is 75.4%. Reaction SMILES: [H-].[Al+3].[Li+].[H-].[H-].[H-].[F:7][C:8]([F:21])([F:20])[CH:9]([CH2:14][CH2:15][CH2:16][CH2:17][CH2:18][CH3:19])[CH2:10][C:11](O)=[O:12].S([O-])([O-])(=O)=O.[Na+].[Na+]>CCOCC>[F:7][C:8]([F:20])([F:21])[CH:9]([CH2:14][CH2:15][CH2:16][CH2:17][CH2:18][CH3:19])[CH2:10][CH2:11][OH:12] |f:0.1.2.3.4.5,7.8.9|. Procedure: In a two-necked round-bottomed flask replaced with nitrogen, 67 mg of lithium aluminum hydride and dry ether were placed and cooled with ice, and a solution of 0.41 g of (+)-3-trifluoromethyl-1-nonanoic acid in 2 ml of dry ether was added dropwise thereto. The mixture was stirred for 4 hours on an ice bath for reaction, and a saturated sodium sulfate aqueous solution was added thereto, followed by decantation to recover the ether layer. The ether solution was dried on sodium sulfate, followed by... Starting materials: C(C)(=O)OC1C(OC(C1OC(C)=O)OCC(C)=O)N1C2=NC(=NC(=C2N=C1)Cl)Cl (3,4-diacetyloxy-2-(2,6-dichloropurin-9-yl)-5-(2-oxopropoxy)tetrahydrofuran), ( 1 ), CN.CO (methylamine MeOH). Run at time 24 hour. The product is ClC1=NC(=C2N=CN(C2=N1)[C@@H]1O[C@@H]([C@H]([C@H]1O)O)CO)NC ((4S,2R,3R,5R)-2-[2-chloro-6-(methylamino)purin-9-yl]-5-(hydroxymethyl)oxolane-3,4-diol). As a reaction SMILES: C([O:4][CH:5]1[CH:9]([O:10]C(=O)C)[CH:8](OCC(=O)C)[O:7][CH:6]1[N:19]1[CH:27]=[N:26][C:25]2[C:20]1=[N:21][C:22]([Cl:29])=[N:23][C:24]=2Cl)(=O)C.[CH3:30][NH2:31].[CH3:32][OH:33]>>[Cl:29][C:22]1[N:21]=[C:20]2[C:25]([N:26]=[CH:27][N:19]2[C@H:6]2[C@H:5]([OH:4])[C@H:9]([OH:10])[C@@H:8]([CH2:32][OH:33])[O:7]2)=[C:24]([NH:31][CH3:30])[N:23]=1 |f:1.2|. Procedure details: 3,4-diacetyloxy-2-(2,6-dichloropurin-9-yl)-5-(2-oxopropoxy)tetrahydrofuran, the compound of formula (1) (1 mmol), was suspended in a mixture of 1:4 methylamine/MeOH, and the mixture stirred at room temperature for 24 hours. The solvent was removed under reduced pressure and the residue triturated in ether, to afford (4S,2R,3R,5R)-2-[2-chloro-6-(methylamino)purin-9-yl]-5-(hydroxymethyl)oxolane-3,4-diol, a compound of formula (2) as a white solid. The reactants are C(CCCCC)NC(=O)N1C(NC(C(=C1)C1=CC=CC=C1)=O)=O (N-hexyl-2,4-dioxo-5-phenyl-pyrimidine-1-carboxamide), ClC(=O)OCC(C)C (isobutyl chloroformate), ClC(=O)OCC(C)C (isobutyl chloroformate). Reaction conditions: time 15 hour. Yields the product C(CCCCC)NC(=O)N1C(N(C(C(=C1)C1=CC=CC=C1)=O)C(=O)OCC(C)C)=O (Isobutyl 3-(hexylcarbamoyl)-2,6-dioxo-5-phenyl-pyrimidine-1-carboxylate). The yield is 39.0%. As a reaction SMILES: [CH2:1]([NH:7][C:8]([N:10]1[CH:15]=[C:14]([C:16]2[CH:21]=[CH:20][CH:19]=[CH:18][CH:17]=2)[C:13](=[O:22])[NH:12][C:11]1=[O:23])=[O:9])[CH2:2][CH2:3][CH2:4][CH2:5][CH3:6].Cl[C:25]([O:27][CH2:28][CH:29]([CH3:31])[CH3:30])=[O:26]>>[CH2:1]([NH:7][C:8]([N:10]1[CH:15]=[C:14]([C:16]2[CH:17]=[CH:18][CH:19]=[CH:20][CH:21]=2)[C:13](=[O:22])[N:12]([C:25]([O:27][CH2:28][CH:29]([CH3:31])[CH3:30])=[O:26])[C:11]1=[O:23])=[O:9])[CH2:2][CH2:3][CH2:4][CH2:5][CH3:6]. Procedure: The title compound was obtained according to the procedure described for the synthesis of Example 24, starting from N-hexyl-2,4-dioxo-5-phenyl-pyrimidine-1-carboxamide (Example 14) (0.05 g, 0.17 mmol); 9.0 equivalents of isobutyl chloroformate were used herein. Another portion of isobutyl chloroformate (9.0 equivalents) was added after 5 hrs and the reaction stirred at room temperature for 15 hrs. The crude was purified by column chromatography using a Teledyne ISCO apparatus (cyclohexane:EtOAc ... Starting materials: NC(C(C(CC1=CC=CC=C1)NC(C1=C(N=CC=C1)N1N=C(C=C1)CN1CCC(CC1)C(C)(C)C)=O)O)=O (N-(4-amino-3-hydroxy-4-oxo-1-phenylbutan-2-yl)-2-(3-((4-tert-butylpiperidin-1-yl)methyl)-1H-pyrazol-1-yl)nicotinamide), crude product. Solvent: C(Cl)Cl (CH2Cl2). The product is NC(C(C(CC1=CC=CC=C1)NC(C1=C(N=CC=C1)N1N=C(C=C1)CN1CCC(CC1)C(C)(C)C)=O)=O)=O (N-(4-Amino-3,4-dioxo-1-phenylbutan-2-yl)-2-(3-((4-tert-butylpiperidin-1-yl)methyl)-1H-pyrazol-1-yl)nicotinamide). RXN SMILES: [NH2:1][C:2](=[O:38])[CH:3]([OH:37])[CH:4]([NH:12][C:13](=[O:36])[C:14]1[CH:19]=[CH:18][CH:17]=[N:16][C:15]=1[N:20]1[CH:24]=[CH:23][C:22]([CH2:25][N:26]2[CH2:31][CH2:30][CH:29]([C:32]([CH3:35])([CH3:34])[CH3:33])[CH2:28][CH2:27]2)=[N:21]1)[CH2:5][C:6]1[CH:11]=[CH:10][CH:9]=[CH:8][CH:7]=1>C(Cl)Cl>[NH2:1][C:2](=[O:38])[C:3](=[O:37])[CH:4]([NH:12][C:13](=[O:36])[C:14]1[CH:19]=[CH:18][CH:17]=[N:16][C:15]=1[N:20]1[CH:24]=[CH:23][C:22]([CH2:25][N:26]2[CH2:27][CH2:28][CH:29]([C:32]([CH3:34])([CH3:35])[CH3:33])[CH2:30][CH2:31]2)=[N:21]1)[CH2:5][C:6]1[CH:7]=[CH:8][CH:9]=[CH:10][CH:11]=1. Procedure details: Oxidation of N-(4-amino-3-hydroxy-4-oxo-1-phenylbutan-2-yl)-2-(3-((4-tert-butylpiperidin-1-yl)methyl)-1H-pyrazol-1-yl)nicotinamide (200 mg, 0.386 mmol) as described in example 1.4, recrystallization of the crude product from CH2Cl2/MTB gave the title compound as white amorphous solid; 34 mg, ESI-MS [M+H]+: 517.2. 1H-NMR (400 MHz, DMSO), δ[ppm]: 8.94 (m, 1H), 8.52 (m, 1H), 8.30 (m, 1H), 8.05 (m, 1H), 7.82 (m, 1H), 7.74 (m, 1H), 7.43 (m, 5H), 6.37 (m, 1H), 5.36 (m, 1H), 3.27 (m, overlapping with w...